Dataset: the Open Reaction Database (ORD), a public repository of structured organic reaction records. Task: describe an organic reaction: reactants, conditions, products, and yield Reactants: [Cl-].[NH4+] (ammonium chloride), [O-]CC.[Na+] (sodium ethoxide), FC=1C=C(C=CC1F)C(C(=O)OCC)C(=O)OCC (diethyl (3,4-difluorophenyl)propanedioate), C(C=C)#N (Acrylonitrile). The solvent is C(C)(C)(C)O (tert-butylalcohol). Reaction conditions: temperature 40 celsius, time 30 minute. Yields the product C(#N)CCC(C(=O)OCC)(C(=O)OCC)C1=CC(=C(C=C1)F)F (diethyl (2-cyanoethyl)(3,4-difluorophenyl)propanedioate). As a reaction SMILES: [O-]CC.[Na+].[F:5][C:6]1[CH:7]=[C:8]([CH:13]([C:19]([O:21][CH2:22][CH3:23])=[O:20])[C:14]([O:16][CH2:17][CH3:18])=[O:15])[CH:9]=[CH:10][C:11]=1[F:12].[C:24](#[N:27])[CH:25]=[CH2:26].[Cl-].[NH4+]>C(O)(C)(C)C>[C:24]([CH2:25][CH2:26][C:13]([C:8]1[CH:9]=[CH:10][C:11]([F:12])=[C:6]([F:5])[CH:7]=1)([C:19]([O:21][CH2:22][CH3:23])=[O:20])[C:14]([O:16][CH2:17][CH3:18])=[O:15])#[N:27] |f:0.1,4.5|. Procedure: Under an argon atmosphere, sodium ethoxide (20% ethanol solution, 1.7 g) was added to a mixture of diethyl (3,4-difluorophenyl)propanedioate (13.8 g) in tert-butylalcohol (50 mL) at room temperature, and the mixture was stirred at 40° C. for 30 min. Acrylonitrile (3.34 mL) was added to the reaction mixture at room temperature, and the mixture was stirred at room temperature overnight. Saturated aqueous ammonium chloride solution was added to the reaction mixture, and the mixture was extracted wi...